From a dataset of the Open Reaction Database (ORD), a public repository of structured organic reaction records. describe an organic reaction: reactants, conditions, products, and yield Reactants: CCOC(=O)C(Br)c1ccccc1, CCOC(C)=O, [Cl-], CC(C)(C)OC(=O)n1c(=O)[nH]c2cc(Cl)ccc21, [H-], [NH4+], [Na+], CN(C)C=O. Product: CCOC(=O)C(c1ccccc1)n1c(=O)n(C(=O)OC(C)(C)C)c2ccc(Cl)cc21. Reaction SMILES: [Br:21][CH:22]([C:23](=[O:24])[O:25][CH2:26][CH3:27])[c:28]1[cH:29][cH:30][cH:31][cH:32][cH:33]1.[CH3:41][CH2:42][O:43][C:44](=[O:45])[CH3:46].[Cl-:34].[Cl:1][c:2]1[cH:3][c:4]2[c:5]([n:6]([C:10](=[O:11])[O:12][C:13]([CH3:14])([CH3:15])[CH3:16])[c:7](=[O:9])[nH:8]2)[cH:17][cH:18]1.[H-:19].[NH4+:35].[Na+:20].[O:36]=[CH:37][N:38]([CH3:39])[CH3:40]>>[Cl:1][c:2]1[cH:3][c:4]2[c:5]([n:6]([C:10](=[O:11])[O:12][C:13]([CH3:14])([CH3:15])[CH3:16])[c:7](=[O:9])[n:8]2[CH:22]([C:23](=[O:24])[O:25][CH2:26][CH3:27])[c:28]2[cH:29][cH:30][cH:31][cH:32][cH:33]2)[cH:17][cH:18]1.